This data is from the Open Reaction Database (ORD), a public repository of structured organic reaction records. The task is: describe an organic reaction: reactants, conditions, products, and yield The reactants are CCOC(C)=O, O=c1ccc(Br)cn1Cc1ccc(Cl)cc1, [Na+], O=C([O-])O, OCCCc1ccc(B(O)O)cc1, c1ccc(P(c2ccccc2)(c2ccccc2)[Pd](P(c2ccccc2)(c2ccccc2)c2ccccc2)(P(c2ccccc2)(c2ccccc2)c2ccccc2)P(c2ccccc2)(c2ccccc2)c2ccccc2)cc1. Yields the product O=c1ccc(-c2ccc(CCCO)cc2)cn1Cc1ccc(Cl)cc1. Reaction SMILES: [CH3:35][CH2:36][O:37][C:38]([CH3:39])=[O:40].[Cl:1][c:2]1[cH:3][cH:4][c:5]([CH2:6][n:7]2[c:8](=[O:14])[cH:9][cH:10][c:11]([Br:13])[cH:12]2)[cH:15][cH:16]1.[Na+:34].[O-:30][C:31]([OH:32])=[O:33].[OH:17][CH2:18][CH2:19][CH2:20][c:21]1[cH:22][cH:23][c:24]([B:27]([OH:28])[OH:29])[cH:25][cH:26]1.[cH:41]1[cH:42][cH:43][c:44]([P:45]([Pd:46]([P:47]([c:48]2[cH:49][cH:50][cH:51][cH:52][cH:53]2)([c:54]2[cH:55][cH:56][cH:57][cH:58][cH:59]2)[c:60]2[cH:61][cH:62][cH:63][cH:64][cH:65]2)([P:66]([c:67]2[cH:68][cH:69][cH:70][cH:71][cH:72]2)([c:73]2[cH:74][cH:75][cH:76][cH:77][cH:78]2)[c:79]2[cH:80][cH:81][cH:82][cH:83][cH:84]2)[P:85]([c:86]2[cH:87][cH:88][cH:89][cH:90][cH:91]2)([c:92]2[cH:93][cH:94][cH:95][cH:96][cH:97]2)[c:98]2[cH:99][cH:100][cH:101][cH:102][cH:103]2)([c:104]2[cH:105][cH:106][cH:107][cH:108][cH:109]2)[c:110]2[cH:111][cH:112][cH:113][cH:114][cH:115]2)[cH:116][cH:117]1>>[Cl:1][c:2]1[cH:3][cH:4][c:5]([CH2:6][n:7]2[c:8](=[O:14])[cH:9][cH:10][c:11](-[c:24]3[cH:23][cH:22][c:21]([CH2:20][CH2:19][CH2:18][OH:17])[cH:26][cH:25]3)[cH:12]2)[cH:15][cH:16]1. The reactants are OCC1C(C2CCC1C2)CCCC=CC(=O)OC (methyl 6-(3-hydroxymethylbicyclo[2.2.1]hept-2-yl)-hex-2-enoate). The reagents and catalysts are [Pd] (palladium-on-charcoal). The solvent is CO (methanol). Yields the product OCC1C(C2CCC1C2)CCCCCC(=O)OC (methyl 6-(3-hydroxymethyl-bicyclo[2.2.1]hept-2-yl)-hexanoate). Yield: 91.1%. RXN SMILES: [OH:1][CH2:2][CH:3]1[CH:8]2[CH2:9][CH:5]([CH2:6][CH2:7]2)[CH:4]1[CH2:10][CH2:11][CH2:12][CH:13]=[CH:14][C:15]([O:17][CH3:18])=[O:16]>CO.[Pd]>[OH:1][CH2:2][CH:3]1[CH:8]2[CH2:9][CH:5]([CH2:6][CH2:7]2)[CH:4]1[CH2:10][CH2:11][CH2:12][CH2:13][CH2:14][C:15]([O:17][CH3:18])=[O:16]. Procedure details: 28.7 g (0.11 mole) of methyl 6-(3-hydroxymethylbicyclo[2.2.1]hept-2-yl)-hex-2-enoate are hydrogenated in 450 ml of methanol, with the addition of 12 g of palladium-on-charcoal (5% strength), at 60° C. under a pressure of 30 bar for 11/2 hours. The catalyst is removed by filtration, the methanol is evaporated off in vacuo and the oil which remains is chromatographed on silica gel, using methylene chloride/methanol (99:1), to give 25.5 g (91% yield) of methyl 6-(3-hydroxymethyl-bicyclo[2.2.1]hept-...